From a dataset of the Open Reaction Database (ORD), a public repository of structured organic reaction records. describe an organic reaction: reactants, conditions, products, and yield Starting materials: COC=1C=C(C=C(C1OC)OC)[O-].[Na+] (sodium 3,4,5-trimethoxyphenolate), ClC(=O)N1CCOCC1 (N-chloroformyl-morpholine). The solvent is CN(C=O)C (dimethylformamide). The product is COC=1C=C(OC(=O)N2CCOCC2)C=C(C1OC)OC (4-(3,4,5-Trimethoxyphenoxycarbonyl)-morpholine). RXN SMILES: [CH3:1][O:2][C:3]1[CH:4]=[C:5]([O-:13])[CH:6]=[C:7]([O:11][CH3:12])[C:8]=1[O:9][CH3:10].[Na+].Cl[C:16]([N:18]1[CH2:23][CH2:22][O:21][CH2:20][CH2:19]1)=[O:17]>CN(C)C=O>[CH3:12][O:11][C:7]1[CH:6]=[C:5]([CH:4]=[C:3]([O:2][CH3:1])[C:8]=1[O:9][CH3:10])[O:13][C:16]([N:18]1[CH2:23][CH2:22][O:21][CH2:20][CH2:19]1)=[O:17] |f:0.1|. Procedure: To a solution of 10.15 g (0.049 mole) sodium 3,4,5-trimethoxyphenolate in 100 ml anhydrous dimethylformamide are added gradually, with stirring, 7.5 g (0.050 mole) N-chloroformyl-morpholine. Reactants: N#Cc1ccc(C=O)cc1, CC(=O)O, NC1CCC(C(c2ccccc2)c2ccccc2)OC1, Fc1ccc(CNC2CCOC(C(c3ccccc3)c3ccccc3)C2)cc1, ClCCCl. Reaction SMILES: [C:21](#[N:22])[c:23]1[cH:24][cH:25][c:26]([CH:27]=[O:28])[cH:29][cH:30]1.[CH3:31][C:32](=[O:33])[OH:34].[CH:1]([c:2]1[cH:3][cH:4][cH:5][cH:6][cH:7]1)([c:8]1[cH:9][cH:10][cH:11][cH:12][cH:13]1)[CH:14]1[CH2:15][CH2:16][CH:17]([NH2:20])[CH2:18][O:19]1.[CH:39]([CH:40]1[CH2:41][CH:42]([NH:43][CH2:44][c:45]2[cH:46][cH:47][c:48]([F:49])[cH:50][cH:51]2)[CH2:52][CH2:53][O:54]1)([c:55]1[cH:56][cH:57][cH:58][cH:59][cH:60]1)[c:61]1[cH:62][cH:63][cH:64][cH:65][cH:66]1.[Cl:35][CH2:36][CH2:37][Cl:38]>>[CH:1]([c:2]1[cH:3][cH:4][cH:5][cH:6][cH:7]1)([c:8]1[cH:9][cH:10][cH:11][cH:12][cH:13]1)[CH:14]1[CH2:15][CH2:16][CH:17]([NH:20][CH2:27][c:26]2[cH:25][cH:24][c:23]([C:21]#[N:22])[cH:30][cH:29]2)[CH2:18][O:19]1. Yields the product N#Cc1ccc(CNC2CCC(C(c3ccccc3)c3ccccc3)OC2)cc1.